This data is from the Open Reaction Database (ORD), a public repository of structured organic reaction records. The task is: describe an organic reaction: reactants, conditions, products, and yield The reactants are C1N(CCC2=CC=CC=C12)C=1N=C(C=C2C1NC(=C2C)C)C(=O)O (7-(3,4-dihydro-1H-isoquinolin-2-yl)-2,3-dimethyl-1H-pyrrolo[2,3-c]pyridin-5-carboxylic acid), O.ON1N=NC2=C1C=CC=C2 (1-hydroxybenzotriazole hydrate), Cl.CN(CCCN=C=NCC)C (1-(3-dimethylaminopropyl)-3-ethylcarbodiimide hydrochloride), C(C)(C)N(CC)C(C)C (diisopropylethylamine), CN1CCNCC1 (1-methylpiperazine). Run in ClCCl (dichloromethane). The product is C1N(CCC2=CC=CC=C12)C=1N=C(C=C2C1NC(=C2C)C)C(=O)N2CCN(CC2)C ([7-(3,4-dihydro-1H-isoquinolin-2-yl)-2,3-dimethyl-1H-pyrrolo[2,3-c]pyridin-5-yl]-(4-methylpiperazin-1-yl)-methanone). Isolated yield 53.1%. As a reaction SMILES: [CH2:1]1[C:10]2[C:5](=[CH:6][CH:7]=[CH:8][CH:9]=2)[CH2:4][CH2:3][N:2]1[C:11]1[N:12]=[C:13]([C:22](O)=[O:23])[CH:14]=[C:15]2[C:19]([CH3:20])=[C:18]([CH3:21])[NH:17][C:16]=12.O.ON1C2C=CC=CC=2N=N1.Cl.CN(C)CCCN=C=NCC.C(N(C(C)C)CC)(C)C.[CH3:57][N:58]1[CH2:63][CH2:62][NH:61][CH2:60][CH2:59]1>ClCCl>[CH2:1]1[C:10]2[C:5](=[CH:6][CH:7]=[CH:8][CH:9]=2)[CH2:4][CH2:3][N:2]1[C:11]1[N:12]=[C:13]([C:22]([N:61]2[CH2:62][CH2:63][N:58]([CH3:57])[CH2:59][CH2:60]2)=[O:23])[CH:14]=[C:15]2[C:19]([CH3:20])=[C:18]([CH3:21])[NH:17][C:16]=12 |f:1.2,3.4|. Procedure details: A solution of 7-(3,4-dihydro-1H-isoquinolin-2-yl)-2,3-dimethyl-1H-pyrrolo[2,3-c]pyridin-5-carboxylic acid (450 mg, 1.4 mmol) prepared in Step 1, 1-hydroxybenzotriazole hydrate (284 mg, 2.1 mmol), 1-(3-dimethylaminopropyl)-3-ethylcarbodiimide hydrochloride (401 mg, 2.1 mmol), diisopropylethylamine (730 μl, 4.2 mmol), and 1-methylpiperazine (234 μl, 2.1 mmol) in dichloromethane (10 ml) was stirred overnight at room temperature and then concentrated under reduced pressure. The resulting residue was... Reactants: Cl.O.N1CCC(CC1)=O (4-piperidone monohydrate hydrochloride salt), aqueous solution, [OH-].[Na+] (sodium hydroxide), C(C)(C)(C)OC(OC(C)(C)C)=O (ditertiarybutylcarbonate). The solvent is O (Water). Product: C(C)(C)(C)OC(=O)N1CCC(CC1)=O (N-t-butyloxycarbonyl-4-piperidone). Yield: 40.0%. As a reaction SMILES: Cl.O.[NH:3]1[CH2:8][CH2:7][C:6](=[O:9])[CH2:5][CH2:4]1.[OH-].[Na+].[C:12]([O:16][C:17](=O)[O:18]C(C)(C)C)([CH3:15])([CH3:14])[CH3:13]>O>[C:12]([O:16][C:17]([N:3]1[CH2:8][CH2:7][C:6](=[O:9])[CH2:5][CH2:4]1)=[O:18])([CH3:15])([CH3:14])[CH3:13] |f:0.1.2,3.4|. Procedure: Water (250 ml) was added to 4-piperidone monohydrate hydrochloride salt (75 g) for dissolution, and 1 N aqueous solution of sodium hydroxide (1000 ml) was added thereto. To the solution, ditertiarybutylcarbonate (120 g) was added dropwise with stirring under cooling on ice, and the mixture was vigorously stirred for 6 hours at room temperature. The reaction mixture was subjected to extraction with ethyl acetate, and the extract was evaporated to dryness under reduced pressure to thereby yield a ... The reactants are CC#N, Nc1ncccc1OCc1c(Cl)ccc(F)c1Cl, O=C1CCC(=O)N1Br. Product: Nc1ncc(Br)cc1OCc1c(Cl)ccc(F)c1Cl. As a reaction SMILES: [CH3:27][C:28]#[N:29].[Cl:1][c:2]1[c:3]([CH2:4][O:5][c:6]2[c:7]([NH2:12])[n:8][cH:9][cH:10][cH:11]2)[c:13]([Cl:18])[cH:14][cH:15][c:16]1[F:17].[O:19]=[C:20]1[N:21]([Br:26])[C:22](=[O:23])[CH2:24][CH2:25]1>>[Cl:1][c:2]1[c:3]([CH2:4][O:5][c:6]2[c:7]([NH2:12])[n:8][cH:9][c:10]([Br:26])[cH:11]2)[c:13]([Cl:18])[cH:14][cH:15][c:16]1[F:17].